This data is from the Open Reaction Database (ORD), a public repository of structured organic reaction records. The task is: describe an organic reaction: reactants, conditions, products, and yield The reactants are ClC1=CC=C(C=C1)OC (4-chloroanisole), C(CCC)P(C12CC3CC(CC(C1)C3)C2)C23CC1CC(CC(C2)C1)C3 (butyldiadamantylphosphine), Cl (HCl). The reagents and catalysts are [Cl-].[Zn+2].[Cl-] (zinc chloride), CC(=O)[O-].CC(=O)[O-].[Pd+2] (Pd(OAc)2). Run in C1CCOC1 (THF). Yields the product COC1=CC=C(C=C1)C#C (p-methoxyphenylacetylene). Isolated yield 76.0%. RXN SMILES: Cl[C:2]1[CH:7]=[CH:6][C:5]([O:8][CH3:9])=[CH:4][CH:3]=1.[CH2:10](P(C12CC3CC(CC(C3)C1)C2)C12CC3CC(CC(C3)C1)C2)[CH2:11]CC.Cl>C1COCC1.[Cl-].[Zn+2].[Cl-].CC([O-])=O.CC([O-])=O.[Pd+2]>[CH3:9][O:8][C:5]1[CH:6]=[CH:7][C:2]([C:10]#[CH:11])=[CH:3][CH:4]=1 |f:4.5.6,7.8.9|. Reported procedure: 50 mmol of anhydrous zinc chloride (dissolved in 40 ml of THF) were added at 0° C to a suspension of 50 mmol of ethynyllithium-ethylenediamine complex in 40 ml of THF. After heating to RT for half an hour, the solution was again cooled to 0° C. and 40 mmol of 4-chloroanisole, 0.05 mol % of Pd(OAc)2 and 0.1 mol % of butyldiadamantylphosphine were added. The reaction mixture was stirred at 25 to 50° C. until conversion was complete. 2 M HCl solution was then added to the reaction solution. After e... Starting materials: CC(=O)[O-], CC(=O)[O-], CCOCc1cc(OC)c(OB(O)O)c(OC)c1, CCOC(=O)C(Cc1ccc(OS(=O)(=O)C(F)(F)F)cc1)NC(=O)OC(C)(C)C, Cc1ccccc1, CN1CCCC1=O, CC(C)NC(C)C, O, [Pd+2], c1ccc(P(c2ccccc2)c2ccccc2)cc1. Yields the product CCOCc1cc(OC)c(-c2ccc(CC(NC(=O)OC(C)(C)C)C(=O)OCC)cc2)c(OC)c1. Reaction SMILES: [C:74]([O-:75])(=[O:76])[CH3:77].[C:79]([O-:80])(=[O:81])[CH3:82].[CH2:30]([CH3:31])[O:32][CH2:33][c:34]1[cH:35][c:36]([O:46][CH3:47])[c:37]([O:42][B:43]([OH:44])[OH:45])[c:38]([O:40][CH3:41])[cH:39]1.[CH3:1][C:2]([CH3:3])([O:4][C:5](=[O:6])[NH:7][CH:8]([C:9](=[O:10])[O:11][CH2:12][CH3:13])[CH2:14][c:15]1[cH:16][cH:17][c:18]([O:21][S:22]([C:23]([F:24])([F:25])[F:26])(=[O:27])=[O:28])[cH:19][cH:20]1)[CH3:29].[CH3:84][c:85]1[cH:86][cH:87][cH:88][cH:89][cH:90]1.[CH3:91][N:92]1[CH2:93][CH2:94][CH2:95][C:96]1=[O:97].[CH:67]([NH:68][CH:69]([CH3:70])[CH3:71])([CH3:72])[CH3:73].[OH2:83].[Pd+2:78].[c:48]1([P:49]([c:50]2[cH:51][cH:52][cH:53][cH:54][cH:55]2)[c:56]2[cH:57][cH:58][cH:59][cH:60][cH:61]2)[cH:62][cH:63][cH:64][cH:65][cH:66]1>>[CH3:1][C:2]([CH3:3])([O:4][C:5](=[O:6])[NH:7][CH:8]([C:9](=[O:10])[O:11][CH2:12][CH3:13])[CH2:14][c:15]1[cH:16][cH:17][c:18](-[c:37]2[c:36]([O:46][CH3:47])[cH:35][c:34]([CH2:33][O:32][CH2:30][CH3:31])[cH:39][c:38]2[O:40][CH3:41])[cH:19][cH:20]1)[CH3:29]. Reactants: COC(=O)CBr, COC(=O)CNS(=O)(=O)CC1c2cc(Cl)ccc2OC(C)(C)C1O, CC1(C)Oc2ccc(Cl)cc2C(NS(C)(=O)=O)C1O, [H-], [Na+], CN(C)C=O, O. Product: COC(=O)CN(C1c2cc(Cl)ccc2OC(C)(C)C1O)S(C)(=O)=O. As a reaction SMILES: [Br:46][CH2:47][C:48]([O:49][CH3:50])=[O:51].[Cl:1][c:2]1[cH:3][c:4]2[c:5]([cH:6][cH:7]1)[O:8][C:9]([CH3:10])([CH3:11])[CH:12]([OH:13])[CH:14]2[CH2:15][S:16]([NH:17][CH2:20][C:21](=[O:22])[O:23][CH3:24])(=[O:18])=[O:19].[Cl:25][c:26]1[cH:27][c:28]2[c:33]([cH:34][cH:35]1)[O:32][C:31]([CH3:36])([CH3:37])[CH:30]([OH:38])[CH:29]2[NH:39][S:40](=[O:41])(=[O:42])[CH3:43].[H-:44].[Na+:45].[O:52]=[CH:53][N:54]([CH3:55])[CH3:56].[OH2:57]>>[CH2:20]([C:21](=[O:22])[O:23][CH3:24])[N:39]([CH:29]1[c:28]2[cH:27][c:26]([Cl:25])[cH:35][cH:34][c:33]2[O:32][C:31]([CH3:36])([CH3:37])[CH:30]1[OH:38])[S:40](=[O:41])(=[O:42])[CH3:43]. As a reaction SMILES: [Br:1][c:2]1[cH:3][c:4]([CH2:5][OH:6])[cH:7][cH:8][c:9]1[Cl:10].[Cl:22][CH2:23][Cl:24].[O:11]=[Cr:12]([Cl:13])([O-:14])=[O:15].[nH+:16]1[cH:17][cH:18][cH:19][cH:20][cH:21]1>>[Br:1][c:2]1[cH:3][c:4]([CH:5]=[O:6])[cH:7][cH:8][c:9]1[Cl:10]. Reactants: OCc1ccc(Cl)c(Br)c1, ClCCl, O=[Cr](=O)([O-])Cl, c1cc[nH+]cc1. The product is O=Cc1ccc(Cl)c(Br)c1.